Dataset: the Open Reaction Database (ORD), a public repository of structured organic reaction records. Task: describe an organic reaction: reactants, conditions, products, and yield Reactants: C1(=CC=C(C=C1)[C@H](C)N)C ((S)-1-(p-tolyl)ethanamine), C(C)(C)(C)OC(=O)C1=C(C=CC=C1)C1=CC=C(C=C1)CN1C(=C(C2=CC(=CC=C12)C(=O)O)C)C (1-((2′-(tert-butoxycarbonyl)-[1,1′-biphenyl]-4-yl)methyl)-2,3-dimethyl-1H-indole-5-carboxylic acid). Yields the product CC=1N(C2=CC=C(C=C2C1C)C(N[C@@H](C)C1=CC=C(C=C1)C)=O)CC1=CC=C(C=C1)C=1C(=CC=CC1)C(=O)O ((S)-4′-((2,3-dimethyl-5-((1-(p-tolyl)ethyl)carbamoyl)-1H-indol-1-yl)methyl)-[1,1′-biphenyl]-2-carboxylic acid). RXN SMILES: [C:1]1([CH3:10])[CH:6]=[CH:5][C:4]([C@@H:7]([NH2:9])[CH3:8])=[CH:3][CH:2]=1.C([O:15][C:16]([C:18]1[CH:23]=[CH:22][CH:21]=[CH:20][C:19]=1[C:24]1[CH:29]=[CH:28][C:27]([CH2:30][N:31]2[C:39]3[C:34](=[CH:35][C:36]([C:40](O)=[O:41])=[CH:37][CH:38]=3)[C:33]([CH3:43])=[C:32]2[CH3:44])=[CH:26][CH:25]=1)=[O:17])(C)(C)C>>[CH3:44][C:32]1[N:31]([CH2:30][C:27]2[CH:28]=[CH:29][C:24]([C:19]3[C:18]([C:16]([OH:17])=[O:15])=[CH:23][CH:22]=[CH:21][CH:20]=3)=[CH:25][CH:26]=2)[C:39]2[C:34]([C:33]=1[CH3:43])=[CH:35][C:36]([C:40](=[O:41])[NH:9][C@H:7]([C:4]1[CH:5]=[CH:6][C:1]([CH3:10])=[CH:2][CH:3]=1)[CH3:8])=[CH:37][CH:38]=2. Reported procedure: The title compound was prepared following the same general protocol as described in Step 8-9, Example 1, using the (S)-1-(p-tolyl)ethanamine and the 1-((2′-(tert-butoxycarbonyl)-[1,1′-biphenyl]-4-yl)methyl)-2,3-dimethyl-1H-indole-5-carboxylic acid. ESI-MS (m/z): 517 [M+H]+. The reactants are CC(C)C[Al+]CC(C)C, CCOC(=O)c1cnoc1-c1cc(Cl)c(Cl)s1, Cl, [H-], C1CCOC1. The product is ClCc1cnoc1-c1cc(Cl)c(Cl)s1. As a reaction SMILES: [CH2:19]([Al+:20][CH2:21][CH:22]([CH3:23])[CH3:24])[CH:25]([CH3:26])[CH3:27].[Cl:1][c:2]1[cH:3][c:4](-[c:8]2[c:9]([C:13]([O:14][CH2:15][CH3:16])=[O:17])[cH:10][n:11][o:12]2)[s:5][c:6]1[Cl:7].[ClH:28].[H-:18].[O:29]1[CH2:30][CH2:31][CH2:32][CH2:33]1>>[Cl:1][c:2]1[cH:3][c:4](-[c:8]2[c:9]([CH2:13][Cl:28])[cH:10][n:11][o:12]2)[s:5][c:6]1[Cl:7]. The reactants are FC(C(=O)O)(F)F.ClC1=NC=2C=CC=CC2C2=C1N=CN2CCC2CCNCC2 (4-chloro-1-[2-(4-piperidyl)ethyl]-1H-imidazo-[4,5-c]quinoline trifluoroacetate). Solvent: N1=CC=CC=C1 (pyridine), C(C)(=O)OC(C)=O (acetic anhydride). Run at time 1 hour. Yields the product C(C)(=O)N1CCC(CC1)CCN1C=NC=2C(=NC=3C=CC=CC3C21)Cl (1-[2-(N-Acetyl-4-piperidyl)ethyl]-4-chloro-1H-imidazo[4,5-c]quinoline). Yield: 90.1%. RXN SMILES: F[C:2](F)(F)[C:3]([OH:5])=O.[Cl:8][C:9]1[C:18]2[N:19]=[CH:20][N:21]([CH2:22][CH2:23][CH:24]3[CH2:29][CH2:28][NH:27][CH2:26][CH2:25]3)[C:17]=2[C:16]2[CH:15]=[CH:14][CH:13]=[CH:12][C:11]=2[N:10]=1>N1C=CC=CC=1.C(OC(=O)C)(=O)C>[C:3]([N:27]1[CH2:28][CH2:29][CH:24]([CH2:23][CH2:22][N:21]2[C:17]3[C:16]4[CH:15]=[CH:14][CH:13]=[CH:12][C:11]=4[N:10]=[C:9]([Cl:8])[C:18]=3[N:19]=[CH:20]2)[CH2:25][CH2:26]1)(=[O:5])[CH3:2] |f:0.1|. Procedure details: To a solution of 0.60 g of 4-chloro-1-[2-(4-piperidyl)ethyl]-1H-imidazo-[4,5-c]quinoline trifluoroacetate in 4 ml of pyridine, 2 ml of acetic anhydride was added, and the mixture was stirred at room temperature for 1 hour. After the reaction, the solvent was evaporated. The residue was added with isopropanol and diisopropyl ether, and the precipitated crystals were collected by filtration, and washed with diisopropyl ether to give 0.45 g of colorless crystals. Recrystallization from a mixture of... Reactants: C1(=CC=CC=C1)C1OCC(CO1)CO ((2-phenyl-1,3-dioxan-5-yl)methanol), [Cr](=O)(=O)([O-])Cl.[NH+]1=CC=CC=C1 (pyridinium chlorochromate), 4A, powder. Solvent: ClCCl (dichloromethane), ClCCl (dichloromethane). Yields the product C1(=CC=CC=C1)C1OCC(CO1)C=O (2-phenyl-1,3-dioxane-5-carbaldehyde). Isolated yield 26.3%. RXN SMILES: [C:1]1([CH:7]2[O:12][CH2:11][CH:10]([CH2:13][OH:14])[CH2:9][O:8]2)[CH:6]=[CH:5][CH:4]=[CH:3][CH:2]=1.[Cr](Cl)([O-])(=O)=O.[NH+]1C=CC=CC=1>ClCCl>[C:1]1([CH:7]2[O:12][CH2:11][CH:10]([CH:13]=[O:14])[CH2:9][O:8]2)[CH:2]=[CH:3][CH:4]=[CH:5][CH:6]=1 |f:1.2|. Procedure details: To a solution of (2-phenyl-1,3-dioxan-5-yl)methanol (2.0 g) in dichloromethane (40 ml) were added pyridinium chlorochromate (11.6 g) and molecular seaves 4A powder (5.0 g) with stirring and the mixture was stirred at ambient temperature for 5 hours. To a reaction mixture was added dichloromethane (100 ml) and the insoluble material was filtered off with celite and the filtrates were washed in turn with water, saturated aqueous sodium hydrogen carbonate and saturated aqueous sodium chloride, drie...